describe an organic reaction: reactants, conditions, products, and yield From a dataset of the Open Reaction Database (ORD), a public repository of structured organic reaction records. Reactants: COC(\C=C\C=1C=CC2=C(C(NC3(CN(CCC3)CC3=CN(C4=CC=CC=C34)C)O2)=O)C1)=O ((±)-(E)-3-{1′-(1-Methyl-1H-indol-3-ylmethyl)-4-oxo-spiro[2H-(1,3)-benzoxazine-2,3′-piperidin]-6-yl}-acrylic acid methyl ester), [OH-].[Na+] (NaOH). Yields the product CN1C=C(C2=CC=CC=C12)CN1CC2(C1)OC1=CC=C(C=C1C(C2)=O)/C=C/C(=O)O ((E)-3-[1′-(1-methyl-1H-indol-3-ylmethyl)-4-oxo-spiro(chromane-2,3′-azetidine)-6-yl]-acrylic acid). The yield is 66.4%. RXN SMILES: C[O:2][C:3](=[O:33])/[CH:4]=[CH:5]/[C:6]1[CH:7]=[CH:8][C:9]2[O:30][C:13]3([CH2:18]C[CH2:16][N:15]([CH2:19][C:20]4[C:28]5[C:23](=[CH:24][CH:25]=[CH:26][CH:27]=5)[N:22]([CH3:29])[CH:21]=4)[CH2:14]3)N[C:11](=[O:31])[C:10]=2[CH:32]=1.[OH-].[Na+]>>[CH3:29][N:22]1[C:23]2[C:28](=[CH:27][CH:26]=[CH:25][CH:24]=2)[C:20]([CH2:19][N:15]2[CH2:14][C:13]3([CH2:18][C:11](=[O:31])[C:10]4[C:9](=[CH:8][CH:7]=[C:6](/[CH:5]=[CH:4]/[C:3]([OH:2])=[O:33])[CH:32]=4)[O:30]3)[CH2:16]2)=[CH:21]1 |f:1.2|. Reported procedure: (±)-(E)-3-{1′-(1-Methyl-1H-indol-3-ylmethyl)-4-oxo-spiro[2H-(1,3)-benzoxazine-2,3′-piperidin]-6-yl}-acrylic acid methyl ester (250 mg, 0.561 mmol) was hydrolyzed with 1 M NaOH (0.73 ml) following the procedure described in Example 30, Step A, giving (E)-3-[1′-(1-methyl-1H-indol-3-ylmethyl)-4-oxo-spiro(chromane-2,3′-azetidine)-6-yl]-acrylic acid (150 mg) as a brown solid. Reactants: C1CCOC1, CC(=O)Cl, COc1cc2c(cc1C(=O)N1CCC(Cc3ccc(F)cc3)CC1)c(C(=O)C(=O)N(C)C)cn2N, c1ccncc1. The product is COc1cc2c(cc1C(=O)N1CCC(Cc3ccc(F)cc3)CC1)c(C(=O)C(=O)N(C)C)cn2NC(C)=O. RXN SMILES: [CH2:46]1[O:47][CH2:48][CH2:49][CH2:50]1.[CH3:42][C:43]([Cl:44])=[O:45].[NH2:1][n:2]1[cH:3][c:4]([C:29]([C:30](=[O:31])[N:32]([CH3:33])[CH3:34])=[O:35])[c:5]2[cH:6][c:7]([C:13](=[O:14])[N:15]3[CH2:16][CH2:17][CH:18]([CH2:21][c:22]4[cH:23][cH:24][c:25]([F:28])[cH:26][cH:27]4)[CH2:19][CH2:20]3)[c:8]([O:11][CH3:12])[cH:9][c:10]12.[cH:36]1[cH:37][cH:38][n:39][cH:40][cH:41]1>>[NH:1]([n:2]1[cH:3][c:4]([C:29]([C:30](=[O:31])[N:32]([CH3:33])[CH3:34])=[O:35])[c:5]2[cH:6][c:7]([C:13](=[O:14])[N:15]3[CH2:16][CH2:17][CH:18]([CH2:21][c:22]4[cH:23][cH:24][c:25]([F:28])[cH:26][cH:27]4)[CH2:19][CH2:20]3)[c:8]([O:11][CH3:12])[cH:9][c:10]12)[C:43]([CH3:42])=[O:45]. Starting materials: ice, BrC=1C=NC(=NC1)C(=O)OC (methyl 5-bromopyrimidine-2-carboxylate), C[Mg]Br (methyl magnesium bromide), CCOCC (Et2O). Reaction conditions: time 2 hour. The product is BrC=1C=NC(=NC1)C(C)(C)O (2-(5-bromopyrimidin-2-yl)propan-2-ol). RXN SMILES: [Br:1][C:2]1[CH:3]=[N:4][C:5](C(OC)=O)=[N:6][CH:7]=1.[CH3:12][Mg]Br.CC[O:17][CH2:18][CH3:19]>>[Br:1][C:2]1[CH:3]=[N:4][C:5]([C:18]([OH:17])([CH3:19])[CH3:12])=[N:6][CH:7]=1. Procedure details: To an ice-cold solution of methyl 5-bromopyrimidine-2-carboxylate (10 g, 46.1 mmol) in Et2O (200 mL) was added drop wise methyl magnesium bromide (3.0 M in Et2O, 61.4 mL, 184 mmol) over 30 min. The reaction mixture was slowly warmed up to RT and continued to stir for 2 h. The mixture was quenched with saturated NH4Cl solution at 0° C. and the organic layer separated from the biphasic solution. The aqueous layer was re-extracted with EtOAc (2×250 mL). The combined organic layers were washed with ... Starting materials: C(=C)C1=C2C(=C(C(O)=C1)C1=CC=CC=C1COCC1=CC=CC=C12)O (5-vinylresorcinol dibenzylether). The reagents and catalysts are [Pd] (Pd/C). Solvent: C(C)O (ethanol). Reaction conditions: time 14 hour. Product: C(C)C=1C=C(C=C(O)C1)O (5-Ethylresorcinol). Yield: 109.1%. As a reaction SMILES: [CH:1]([C:3]1[CH:9]=[C:7]([OH:8])[C:6]2C3C(COCC4C([C:4]=1[C:5]=2[OH:25])=CC=CC=4)=CC=CC=3)=[CH2:2]>C(O)C.[Pd]>[CH2:1]([C:3]1[CH:4]=[C:5]([OH:25])[CH:6]=[C:7]([CH:9]=1)[OH:8])[CH3:2]. Procedure: A mixture of 1.07 g (3.39 mmol) of 5-vinylresorcinol dibenzylether, as prepared in the preceding step, and 200 mg of 10% Pd/C in 20 mL of ethanol was hydrogenated at atmospheric pressure and ambient temperature for 14 h. The reaction mixture was filtered through diatomaceous earth (ethanol rinse) and concentrated to give 511 mg of the crude title compound which was used as is in the next reaction. 1H-NMR (300 MHz, CDCl3): δ 6 6.27 (dd, 1H, J=0.4, 2.2 Hz), 6.18 (t, 2H), 2.53 (q, 2H), 1.19 (t, 3H)... Starting materials: C(#N)P(OCC)(OCC)=O (Diethyl cyanophosphonate), FC1=C(C=CC=C1)[C@@H]1N[C@@H](CCC1)C=C ((2R*,6S*)-2-(2-fluorophenyl)-6-vinylpiperidine), C(=C)CC(=O)O (vinylacetic acid), Cl (hydrochloric acid). Solvent: CN(C)C=O (DMF), C(C)N(CC)CC (triethylamine), C(C)(=O)OCC (Ethyl acetate). Conditions: time 21 hour. Yields the product FC1=C(C=CC=C1)[C@@H]1N([C@@H](CCC1)C=C)C(CC=C)=O (1-[(2R*,6S*)-2-(2-fluorophenyl)-6-vinylpiperidin-1-yl]-3-buten-1-one). Reaction SMILES: C(P(=O)(OCC)OCC)#N.[F:11][C:12]1[CH:17]=[CH:16][CH:15]=[CH:14][C:13]=1[C@H:18]1[CH2:23][CH2:22][CH2:21][C@@H:20]([CH:24]=[CH2:25])[NH:19]1.[CH:26]([CH2:28][C:29](O)=[O:30])=[CH2:27].Cl>CN(C=O)C.C(OCC)(=O)C.C(N(CC)CC)C>[F:11][C:12]1[CH:17]=[CH:16][CH:15]=[CH:14][C:13]=1[C@H:18]1[CH2:23][CH2:22][CH2:21][C@@H:20]([CH:24]=[CH2:25])[N:19]1[C:29](=[O:30])[CH2:28][CH:26]=[CH2:27]. Procedure details: Diethyl cyanophosphonate (1.23 mL) was added to a solution of (2R*,6S*)-2-(2-fluorophenyl)-6-vinylpiperidine (518 mg), vinylacetic acid (0.66 mL), and triethylamine (2.1 mL) in DMF (10 mL) at room temperature, and the reaction solution was stirred at room temperature for 21 hours. Ethyl acetate and 1 N hydrochloric acid were added to the reaction solution, and the organic layer was separated. The resulting organic layer was sequentially washed with saturated sodium bicarbonate water and brine, d... Reactants: Cl (hydrochloride), C1(=CC=CC=C1)N1C(=C(C2=CC=CC=C12)OC)C(=O)O (N-phenyl-3-methoxyindole-2-carboxylic acid), ClC(=O)OCC (ethyl chloroformate), C(C)N(CC)CC(CN)O (3-(N,N-diethylamino)-2-hydroxypropylamine). The solvent is C(Cl)Cl (methylene chloride), C(Cl)Cl (methylene chloride), C(C)N(CC)CC (triethylamine), O (water). The product is C(C)N(CC)CC(CNC(=O)C=1N(C2=CC=CC=C2C1OC)C1=CC=CC=C1)O (2-[3-(N,N-Diethylamino)-2-hydroxypropylaminocarbonyl]-3-methoxy-1-phenylindole). RXN SMILES: [C:1]1([N:7]2[C:15]3[C:10](=[CH:11][CH:12]=[CH:13][CH:14]=3)[C:9]([O:16][CH3:17])=[C:8]2[C:18](O)=[O:19])[CH:6]=[CH:5][CH:4]=[CH:3][CH:2]=1.ClC(OCC)=O.[CH2:27]([N:29]([CH2:32][CH:33]([OH:36])[CH2:34][NH2:35])[CH2:30][CH3:31])[CH3:28].Cl>C(Cl)Cl.O.C(N(CC)CC)C>[CH2:27]([N:29]([CH2:32][CH:33]([OH:36])[CH2:34][NH:35][C:18]([C:8]1[N:7]([C:1]2[CH:2]=[CH:3][CH:4]=[CH:5][CH:6]=2)[C:15]2[C:10]([C:9]=1[O:16][CH3:17])=[CH:11][CH:12]=[CH:13][CH:14]=2)=[O:19])[CH2:30][CH3:31])[CH3:28]. Reported procedure: 6.6 g of N-phenyl-3-methoxyindole-2-carboxylic acid and 7 ml of triethylamine in 75 ml of methylene chloride are added dropwise to 7 g of ethyl chloroformate in 25 ml of methylene chloride at -30° C. The temperature is allowed to rise slowly to 5° C., whilst stirring, and 3.7 g of 3-(N,N-diethylamino)-2-hydroxypropylamine are added. The reaction solution is subsequently stirred at room temperature, poured into water and worked up as described in Example 8. Yield: 4.5 g of the hydrochloride of th...